From a dataset of the Open Reaction Database (ORD), a public repository of structured organic reaction records. describe an organic reaction: reactants, conditions, products, and yield Reactants: COC=1C=C(CNC=2NC(=C3N=CN=C3N2)C=2OC=CC2)C=CC1OC (N-(3,4-dimethoxybenzyl)-6-(2-furyl)-1H-purine-2-amine), O (water). Solvent: C(=O)(C(F)(F)F)O (TFA). The product is O1C(=CC=C1)C1=C2N=CN=C2N=C(N1)N (6-(2-Furyl)-1H-purine-2-amine). Yield: 67.8%. As a reaction SMILES: COC1C=C(C=CC=1OC)C[NH:7][C:8]1[NH:9][C:10]([C:17]2[O:18][CH:19]=[CH:20][CH:21]=2)=[C:11]2[C:15]([N:16]=1)=[N:14][CH:13]=[N:12]2.O>C(O)(C(F)(F)F)=O>[O:18]1[CH:19]=[CH:20][CH:21]=[C:17]1[C:10]1[NH:9][C:8]([NH2:7])=[N:16][C:15]2[C:11]=1[N:12]=[CH:13][N:14]=2. Reported procedure: A solution of N-(3,4-dimethoxybenzyl)-6-(2-furyl)-1H-purine-2-amine (194 mg, 0.55 mmol) in TFA (1 mL) was heated at 60° C. for 30 min, poured into water, extracted with EtOAc and the combined organic phase was dried (MgSO4), concentrated in vacuo and purified by chromatography (SiO2; 5% MeOH in EtOAc). The resulting yellow solid was dissolved in MeOH, treated with HCl (1-M in Et2O) and filtered to give the title compound (75 mg, 57%) as a yellow solid. The reactants are B(Br)(Br)Br (boron tribromide), COC=1C=C(C(=O)C(C(=O)OCC)C(=O)OCC)C=C(C1OC)[N+](=O)[O-] (diethyl (3,4-dimethoxy-5-nitrobenzoyl)-malonate), C(C)O (ethanol). The solvent is C(Cl)Cl (methylene chloride), C(Cl)Cl (methylene chloride). Conditions: time 8 hour. Product: OC=1C=C(C(=O)CC(=O)OCC)C=C(C1O)[N+](=O)[O-] (ethyl (3,4-dihydroxy-5-nitrobenzoyl)acetate). As a reaction SMILES: C[O:2][C:3]1[CH:4]=[C:5]([CH:19]=[C:20]([N+:24]([O-:26])=[O:25])[C:21]=1[O:22]C)[C:6]([CH:8](C(OCC)=O)[C:9]([O:11][CH2:12][CH3:13])=[O:10])=[O:7].B(Br)(Br)Br.C(O)C>C(Cl)Cl>[OH:2][C:3]1[CH:4]=[C:5]([CH:19]=[C:20]([N+:24]([O-:26])=[O:25])[C:21]=1[OH:22])[C:6]([CH2:8][C:9]([O:11][CH2:12][CH3:13])=[O:10])=[O:7]. Reported procedure: 20.1 g of diethyl (3,4-dimethoxy-5-nitrobenzoyl)-malonate are dissolved in 200 ml of methylene chloride, whereupon the solution is cooled to -20° and at this temperature there is added dropwise while stirring within 15 minutes a solution of 68.1 g of boron tribromide in 120 ml of methylene chloride. The mixture is subsequently stirred at room temperature overnight. After cooling to -20° , the mixture is treated with 300 ml of ethanol and stirred at room temperature for 30 minutes. The solvent is... Starting materials: COC([C@H](CC1=CC=C(C=C1)N)NC(=O)OC(C)(C)C)=O ((S)-3-(4-Amino-phenyl)-2-tert-butoxycarbonylamino propionic acid methyl ester), ClC1=NC=CC2=CN=CC=C12 (1-Chloro-2,6-naphthyridine), CCN(C(C)C)C(C)C (DIPEA), Heterocyclic. Run in C(C)OCCO (2-ethoxyethanol). The product is COC([C@H](CC1=CC=C(C=C1)NC1=NC=CC2=CN=CC=C12)NC(=O)OC(C)(C)C)=O ((S)-2-tert-butoxycarbonylamino-3-[4-([2,6]naphthyridin-1-ylamino)phenyl] propionic acid methyl ester). Isolated yield 46.7%. As a reaction SMILES: [CH3:1][O:2][C:3](=[O:21])[C@@H:4]([NH:13][C:14]([O:16][C:17]([CH3:20])([CH3:19])[CH3:18])=[O:15])[CH2:5][C:6]1[CH:11]=[CH:10][C:9]([NH2:12])=[CH:8][CH:7]=1.Cl[C:23]1[C:32]2[C:27](=[CH:28][N:29]=[CH:30][CH:31]=2)[CH:26]=[CH:25][N:24]=1.CCN(C(C)C)C(C)C>C(OCCO)C>[CH3:1][O:2][C:3](=[O:21])[C@@H:4]([NH:13][C:14]([O:16][C:17]([CH3:18])([CH3:20])[CH3:19])=[O:15])[CH2:5][C:6]1[CH:11]=[CH:10][C:9]([NH:12][C:23]2[C:32]3[C:27](=[CH:28][N:29]=[CH:30][CH:31]=3)[CH:26]=[CH:25][N:24]=2)=[CH:8][CH:7]=1. Procedure: (S)-3-(4-Amino-phenyl)-2-tert-butoxycarbonylamino propionic acid methyl ester (574 mg, 1.95 mmol), 1-Chloro-2,6-naphthyridine (350 mg, 2.13 mmol) (prepared according to the method of Van der Plas, H. C. et al J. Heterocyclic Chem. 1981, 18, 1349) and DIPEA (372 μl, 2.13 mmol) in 2-ethoxyethanol (0.5 ml) were stirred at 130° C. under N2 overnight. The reaction mixture was partitioned between EtOAc (70 ml) and saturated aqueous NaHCO3 (30 ml). The phases were separated and the aqueous layer re-ext... Starting materials: [Br-], CC(C)(C)c1ccc(-c2ccc(C(=O)O)s2)cc1, ClCCl, CN(C)C=O, CCOC(C)=O, CCCC[N+](CCCC)(CCCC)CCCC, O=C(Cl)C(=O)Cl, [N-]=[N+]=[N-], [Na+]. The product is CC(C)(C)c1ccc(-c2ccc(C(=O)N=[N+]=[N-])s2)cc1. Reaction SMILES: [Br-:43].[C:1](=[O:2])([OH:3])[c:4]1[s:5][c:6](-[c:9]2[cH:10][cH:11][c:12]([C:15]([CH3:16])([CH3:17])[CH3:18])[cH:13][cH:14]2)[cH:7][cH:8]1.[CH2:40]([Cl:41])[Cl:42].[CH3:19][N:20]([CH3:21])[CH:22]=[O:23].[CH3:34][CH2:35][O:36][C:37](=[O:38])[CH3:39].[CH3:44][CH2:45][CH2:46][CH2:47][N+:48]([CH2:49][CH2:50][CH2:51][CH3:52])([CH2:53][CH2:54][CH2:55][CH3:56])[CH2:57][CH2:58][CH2:59][CH3:60].[Cl:24][C:25]([C:26]([Cl:27])=[O:28])=[O:29].[N-:31]=[N+:32]=[N-:33].[Na+:30]>>[C:1](=[O:2])([c:4]1[s:5][c:6](-[c:9]2[cH:10][cH:11][c:12]([C:15]([CH3:16])([CH3:17])[CH3:18])[cH:13][cH:14]2)[cH:7][cH:8]1)[N:31]=[N+:32]=[N-:33]. Reactants: CS(C)=O, N#CCCl, [K+], [K+], O=C([O-])[O-], O, O=[N+]([O-])c1cccc(O)c1. The product is N#CCOc1cccc([N+](=O)[O-])c1. As a reaction SMILES: [CH3:22][S:23]([CH3:24])=[O:25].[Cl:11][CH2:12][C:13]#[N:14].[K+:15].[K+:16].[O-:17][C:18]([O-:19])=[O:20].[OH2:21].[OH:1][c:2]1[cH:3][cH:4][cH:5][c:6]([N+:8]([O-:9])=[O:10])[cH:7]1>>[O:1]([c:2]1[cH:3][cH:4][cH:5][c:6]([N+:8]([O-:9])=[O:10])[cH:7]1)[CH2:12][C:13]#[N:14]. Reactants: C(C)OC(C1=C(C(=C(C(=C1)F)N1C[C@H](CC1)NC(=O)OC(C)(C)C)Cl)F)=O (4-[(S)-3-(tert-Butoxycarbonylamino)pyrrolidin-1-yl]-3-chloro-2,5-difluorobenzoic acid ethyl ester), C(C)(CC)N (sec-butylamine). Solvent: CS(=O)C (dimethyl sulfoxide). Yields the product C(C)OC(C1=C(C(=C(C(=C1)F)N1C[C@H](CC1)NC(=O)OC(C)(C)C)Cl)NC(C)CC)=O (4-[(S)-3-(tert-butoxycarbonylamino)pyrrolidin-1-yl]-2-sec-butylamino-3-chloro-5-fluorobenzoic acid ethyl ester). Yield: 167.5%. As a reaction SMILES: [CH2:1]([O:3][C:4](=[O:27])[C:5]1[CH:10]=[C:9]([F:11])[C:8]([N:12]2[CH2:16][CH2:15][C@H:14]([NH:17][C:18]([O:20][C:21]([CH3:24])([CH3:23])[CH3:22])=[O:19])[CH2:13]2)=[C:7]([Cl:25])[C:6]=1F)[CH3:2].[CH:28]([NH2:32])([CH2:30][CH3:31])[CH3:29]>CS(C)=O>[CH2:1]([O:3][C:4](=[O:27])[C:5]1[CH:10]=[C:9]([F:11])[C:8]([N:12]2[CH2:16][CH2:15][C@H:14]([NH:17][C:18]([O:20][C:21]([CH3:24])([CH3:23])[CH3:22])=[O:19])[CH2:13]2)=[C:7]([Cl:25])[C:6]=1[NH:32][CH:28]([CH2:30][CH3:31])[CH3:29])[CH3:2]. Procedure details: 4-[(S)-3-(tert-Butoxycarbonylamino)pyrrolidin-1-yl]-3-chloro-2,5-difluorobenzoic acid ethyl ester (Example 2c, 1.95 g, 4.81 mmol), sec-butylamine (30 mL, 296 mmol), and dimethyl sulfoxide (20 mL) are heated in a sealed glass tube at 110° C. for 24 hours. The reaction mixture is evaporated, and purification by column chromatography (1:8, ethyl acetate/hexanes) provides the title compound as a yellow syrup (3.69 g). MS EI: m/z 458 (MH+).